From a dataset of the Open Reaction Database (ORD), a public repository of structured organic reaction records. describe an organic reaction: reactants, conditions, products, and yield Starting materials: N([C@@H]([C@H](O)C)C(=O)N[C@@H](CC(N)=O)C(=O)N[C@@H](CC(C)C)C(=O)N[C@@H](CCC(N)=O)C(=O)NNC(=O)OC(C)(C)C)C(=O)OCC1=CC=CC=C1 (Z-Thr-Asn-Leu-Gln-NHNHBoc), CCOCC (ether). The solvent is C(=O)(C(F)(F)F)O (TFA). Run at time 15 minute. Product: N([C@@H]([C@H](O)C)C(=O)N[C@@H](CC(N)=O)C(=O)N[C@@H](CC(C)C)C(=O)N[C@@H](CCC(N)=O)C(=O)NN)C(=O)OCC1=CC=CC=C1 (Z-Thr-Asn-Leu-Gln-NHNH2). RXN SMILES: [NH:1]([C:42]([O:44][CH2:45][C:46]1[CH:51]=[CH:50][CH:49]=[CH:48][CH:47]=1)=[O:43])[C@H:2]([C:6]([NH:8][C@H:9]([C:14]([NH:16][C@H:17]([C:22]([NH:24][C@H:25]([C:31]([NH:33][NH:34]C(OC(C)(C)C)=O)=[O:32])[CH2:26][CH2:27][C:28](=[O:30])[NH2:29])=[O:23])[CH2:18][CH:19]([CH3:21])[CH3:20])=[O:15])[CH2:10][C:11](=[O:13])[NH2:12])=[O:7])[C@@H:3]([CH3:5])[OH:4].CCOCC>C(O)(C(F)(F)F)=O>[NH:1]([C:42]([O:44][CH2:45][C:46]1[CH:51]=[CH:50][CH:49]=[CH:48][CH:47]=1)=[O:43])[C@H:2]([C:6]([NH:8][C@H:9]([C:14]([NH:16][C@H:17]([C:22]([NH:24][C@H:25]([C:31]([NH:33][NH2:34])=[O:32])[CH2:26][CH2:27][C:28](=[O:30])[NH2:29])=[O:23])[CH2:18][CH:19]([CH3:21])[CH3:20])=[O:15])[CH2:10][C:11](=[O:13])[NH2:12])=[O:7])[C@@H:3]([CH3:5])[OH:4]. Procedure: 0.91 Gram of Z-Thr-Asn-Leu-Gln-NHNHBoc was dissolved in 8 ml of TFA, and was allowed to stand at a room temperature for 15 minutes. 80 Milliliters of anhydrous ether was added to this solution and the precipitate formed was collected quickly by filtration, washed with anhydrous ether, then was dried under a reduced pressure in a desiccator containing potassium hydroxide-phosphorus pentoxide as the desiccant, to obtain the desired product. The reactants are BrC=1C=CC(=C(C1)C1(N=C(C2=C(C=CC=C12)F)N)C1=CC(=NC=C1)C)F (1-(5-bromo-2-fluorophenyl)-4-fluoro-1-(2-methylpyridin-4-yl)-1H-isoindol-3-amine), N1=CC(=CC=C1)B(O)O (pyridin-3-ylboronic acid). Product: FC1=C2C(=NC(C2=CC=C1)(C1=CC(=NC=C1)C)C1=C(C=CC(=C1)C=1C=NC=CC1)F)N (4-Fluoro-1-(2-fluoro-5-(pyridin-3-yl)phenyl)-1-(2-methylpyridin-4-yl)-1H-isoindol-3-amine). The yield is 37.0%. RXN SMILES: Br[C:2]1[CH:3]=[CH:4][C:5]([F:26])=[C:6]([C:8]2([C:19]3[CH:24]=[CH:23][N:22]=[C:21]([CH3:25])[CH:20]=3)[C:16]3[C:11](=[C:12]([F:17])[CH:13]=[CH:14][CH:15]=3)[C:10]([NH2:18])=[N:9]2)[CH:7]=1.[N:27]1[CH:32]=[CH:31][CH:30]=[C:29](B(O)O)[CH:28]=1>>[F:17][C:12]1[CH:13]=[CH:14][CH:15]=[C:16]2[C:11]=1[C:10]([NH2:18])=[N:9][C:8]2([C:6]1[CH:7]=[C:2]([C:29]2[CH:28]=[N:27][CH:32]=[CH:31][CH:30]=2)[CH:3]=[CH:4][C:5]=1[F:26])[C:19]1[CH:24]=[CH:23][N:22]=[C:21]([CH3:25])[CH:20]=1. Procedure: The title compound was synthesized as described for Example 1 in 37% yield, starting from 1-(5-bromo-2-fluorophenyl)-4-fluoro-1-(2-methylpyridin-4-yl)-1H-isoindol-3-amine (80 mg, 0.19 mmol) and pyridin-3-ylboronic acid (30.9 mg, 0.25 mmol).